From a dataset of the Open Reaction Database (ORD), a public repository of structured organic reaction records. describe an organic reaction: reactants, conditions, products, and yield Starting materials: Cl.NC(=N)N (guanidine hydrochloride), C[O-].[Na+] (sodium methoxide), NC1=NC=C(N=C1C#N)C1=CC=CC=2C(C(OC21)(C)C)O (2-amino-3-cyano-5-(2,3-dihydro-3-hydroxy-2,2-dimethylbenzofuran-7-yl)pyrazine). Solvent: CO (methanol). Conditions: time 5 minute. Yields the product NC1=NC2=NC=C(N=C2C(=N1)N)C1=CC=CC=2C(C(OC21)(C)C)O (2,4-diamino-6-(2,3-dihydro-3-hydroxy-2,2-dimethylbenzofuran-7-yl)pteridine). As a reaction SMILES: C[O-].[Na+].Cl.[NH2:5][C:6]([NH2:8])=[NH:7].N[C:10]1[C:15]([C:16]#[N:17])=[N:14][C:13]([C:18]2[C:26]3[O:25][C:24]([CH3:28])([CH3:27])[CH:23]([OH:29])[C:22]=3[CH:21]=[CH:20][CH:19]=2)=[CH:12][N:11]=1>CO>[NH2:7][C:6]1[N:8]=[C:16]([NH2:17])[C:15]2[C:10](=[N:11][CH:12]=[C:13]([C:18]3[C:26]4[O:25][C:24]([CH3:27])([CH3:28])[CH:23]([OH:29])[C:22]=4[CH:21]=[CH:20][CH:19]=3)[N:14]=2)[N:5]=1 |f:0.1,2.3|. Reported procedure: A solution of 2.8 grams (0.052 mole) of sodium methoxide in 100 mL of methanol is stirred, and 1.9 grams (0.019 mole) of guanidine hydrochloride is added. Upon completion of addition, the reaction mixture is stirred for about 5 minutes and then is filtered to remove sodium chloride. The filtrate is then added to 4.5 grams (0.016 mole) of 2-amino-3-cyano-5-(2,3-dihydro-3-hydroxy-2,2-dimethylbenzofuran-7-yl)pyrazine. The stirring reaction mixture is then heated to reflux where it is stirred for ab...